Dataset: the Open Reaction Database (ORD), a public repository of structured organic reaction records. Task: describe an organic reaction: reactants, conditions, products, and yield The reactants are Cl(=O)(=O)(=O)[O-].BrC1=C(C=CC=C1)C=1CCCC2CCCC[N+]12 (4-(2-bromophenyl)-1,2,3,6,7,8,9,9a-octahydroquinolizinium perchlorate), product, [OH-].[Na+] (sodium hydroxide). The solvent is CCOCC (ether). Reaction conditions: time 15 minute. The product is Cl.BrC1=C(C=CC=C1)[C@@H]1CCC[C@@H]2CCCCN12 (trans-4(2-Bromophenyl)octahydro-2H-quinolizine Hydrochloride). Isolated yield 33.0%. As a reaction SMILES: [Cl:1]([O-])(=O)(=O)=O.[Br:6][C:7]1[CH:12]=[CH:11][CH:10]=[CH:9][C:8]=1[C:13]1[CH2:14][CH2:15][CH2:16][CH:17]2[N+:22]=1[CH2:21][CH2:20][CH2:19][CH2:18]2.[OH-].[Na+]>CCOCC>[ClH:1].[Br:6][C:7]1[CH:12]=[CH:11][CH:10]=[CH:9][C:8]=1[C@H:13]1[N:22]2[C@@H:17]([CH2:18][CH2:19][CH2:20][CH2:21]2)[CH2:16][CH2:15][CH2:14]1 |f:0.1,2.3,5.6|. Reported procedure: A 3.78 g sample (0.01 mole) of 4-(2-bromophenyl)-1,2,3,6,7,8,9,9a-octahydroquinolizinium perchlorate, the product of Example 5d, was partitioned between ether and sodium hydroxide solution. The ether layer was washed with brine, dried (K2CO3) and the ether evaporated under reduced pressure. The residue (2.0 g) was hydrogenated in 25 mL of glacial acetic acid over 50 mg of PtO2 at 50 psi in a Parr shaker. After 15 minutes, the hydrogen uptake was complete. The catalyst was removed by filtration a... Starting materials: NCCOC=1C=C(C=CC1)C#CC1(CCSCC1)O (4-((3-(2-aminoethoxy)phenyl)ethynyl)tetrahydro-2H-thiopyran-4-ol). The solvent is CCOC(=O)C.CO (EtOAc MeOH). Product: NCCOC=1C=C(CCC2(CCSCC2)O)C=CC1 (4-(3-(2-aminoethoxy)phenethyl)tetrahydro-2H-thiopyran-4-ol). As a reaction SMILES: [NH2:1][CH2:2][CH2:3][O:4][C:5]1[CH:6]=[C:7]([C:11]#[C:12][C:13]2([OH:19])[CH2:18][CH2:17][S:16][CH2:15][CH2:14]2)[CH:8]=[CH:9][CH:10]=1>CCOC(C)=O.CO>[NH2:1][CH2:2][CH2:3][O:4][C:5]1[CH:6]=[C:7]([CH:8]=[CH:9][CH:10]=1)[CH2:11][CH2:12][C:13]1([OH:19])[CH2:14][CH2:15][S:16][CH2:17][CH2:18]1 |f:1.2|. Reported procedure: Hydrogenation of 4-((3-(2-aminoethoxy)phenyl)ethynyl)tetrahydro-2H-thiopyran-4-ol was conducted following the method used to prepare Example 2 except that EtOAc-MeOH (90%) was used as the reaction solvent. Example 11 was isolated as a colorless oil. Yield (0.179 g, 98%): 1H NMR (400 MHz, DMSO-d6) δ 7.13 (t, J=8 Hz, 1H), 6.34-6.88 (m, 3H), 4.26 (br s, 1H), 3.86 (t, J=6.0 Hz, 2H), 2.57-2.88 (m, 4H), 2.53-2.56 (m, 2H), 2.32-2.37 (m, 2H), 1.73-1.78 (m, 2H), 1.42-1.62 (m, 6H). The reactants are CCCCCCCCCCCCCCCCCNC(=O)OCC(COCOCCOC)Oc1ccon1, CO, Cl, O. The product is CCCCCCCCCCCCCCCCCNC(=O)OCC(CO)Oc1ccon1. As a reaction SMILES: [CH2:1]([CH2:2][CH2:3][CH2:4][CH2:5][CH2:6][CH2:7][CH2:8][CH2:9][CH2:10][CH2:11][CH2:12][CH2:13][CH2:14][CH2:15][CH2:16][CH3:17])[NH:18][C:19](=[O:20])[O:21][CH2:22][CH:23]([O:24][c:25]1[n:26][o:27][cH:28][cH:29]1)[CH2:30][O:31][CH2:32][O:33][CH2:34][CH2:35][O:36][CH3:37].[CH3:40][OH:41].[ClH:38].[OH2:39]>>[CH2:1]([CH2:2][CH2:3][CH2:4][CH2:5][CH2:6][CH2:7][CH2:8][CH2:9][CH2:10][CH2:11][CH2:12][CH2:13][CH2:14][CH2:15][CH2:16][CH3:17])[NH:18][C:19](=[O:20])[O:21][CH2:22][CH:23]([O:24][c:25]1[n:26][o:27][cH:28][cH:29]1)[CH2:30][OH:31]. The reactants are SCCCCCCCCCCC(=O)O (11-mercaptoundecanoic acid), C(C=C)O (allyl alcohol), C1(=CC=C(C=C1)S(=O)(=O)O)C (p-toluenesulfonic acid), C1=CC=CC=C1 (benzene). Run in O (water). The product is SCCCCCCCCCCC(=O)OCC=C (allyl 11-mercaptoundecanoate). Isolated yield 77.2%. As a reaction SMILES: [SH:1][CH2:2][CH2:3][CH2:4][CH2:5][CH2:6][CH2:7][CH2:8][CH2:9][CH2:10][CH2:11][C:12]([OH:14])=[O:13].[CH2:15](O)[CH:16]=[CH2:17].C1(C)C=CC(S(O)(=O)=O)=CC=1.C1C=CC=CC=1>O>[SH:1][CH2:2][CH2:3][CH2:4][CH2:5][CH2:6][CH2:7][CH2:8][CH2:9][CH2:10][CH2:11][C:12]([O:14][CH2:17][CH:16]=[CH2:15])=[O:13]. Procedure details: 1.09 g (5 mmol) 11-mercaptoundecanoic acid was placed along with 3 g (51.7 mmol) allyl alcohol, 0.57 g p-toluenesulfonic acid and 40 ml benzene in a round bottom flask and heated for 25 minutes with azeotropic removal of water using a Dean-Stark apparatus. The reaction mixture was then cooled and washed with 10% aqueous sodium bicarbonate solution (3×20 ml). The benzene layer was dried over anhydrous MgSO4, and removal of solvent yielded a colorless oil (0.997 g, 77%). 1H-NMR (300 MHz, CDCl3) 1.... The reactants are ClCCCCN1N=CC(NC1=O)=O (2-(4-chloro-butyl)-2H-[1,2,4]triazine-3,5-dione), C(C)(C)(C)C1=NC(=CC(=N1)N1CCNCC1)C(F)F (2-tert-butyl-4-piperazin-1-yl-6-difluoromethyl-pyrimidine). Solvent: CN1CCCC1 (N-methyl-pyrrolidine). Product: Cl.C(C)(C)(C)C1=NC(=CC(=N1)N1CCN(CC1)CCCCN1N=CC(NC1=O)=O)C(F)F (2-{4-[4-(2-tert-Butyl-6-difluoromethyl-pyrimidin-4-yl)-piperazin-1-yl]butyl}-2H-[1,2,4]triazine-3,5-dione hydrochloride). As a reaction SMILES: [Cl:1][CH2:2][CH2:3][CH2:4][CH2:5][N:6]1[C:11](=[O:12])[NH:10][C:9](=[O:13])[CH:8]=[N:7]1.[C:14]([C:18]1[N:23]=[C:22]([N:24]2[CH2:29][CH2:28][NH:27][CH2:26][CH2:25]2)[CH:21]=[C:20]([CH:30]([F:32])[F:31])[N:19]=1)([CH3:17])([CH3:16])[CH3:15]>CN1CCCC1>[ClH:1].[C:14]([C:18]1[N:23]=[C:22]([N:24]2[CH2:29][CH2:28][N:27]([CH2:2][CH2:3][CH2:4][CH2:5][N:6]3[C:11](=[O:12])[NH:10][C:9](=[O:13])[CH:8]=[N:7]3)[CH2:26][CH2:25]2)[CH:21]=[C:20]([CH:30]([F:31])[F:32])[N:19]=1)([CH3:17])([CH3:15])[CH3:16] |f:3.4|. Procedure details: 2-{4-[4-(2-tert-Butyl-6-difluoromethyl-pyrimidin-4-yl)-piperazin-1-yl]butyl}-2H-[1,2,4]triazine-3,5-dione hydrochloride was prepared from 2-(4-chloro-butyl)-2H-[1,2,4]triazine-3,5-dione and 2-tert-butyl-4-piperazin-1-yl-6-difluoromethyl-pyrimidine by analogy to the process described in example 1 using N-methyl-pyrrolidine as solvent. Reactants: N (NH3), O=C1NC2=CC=C(C=C2CC1)NC=1N=C(C2=C(N1)NC=C2)N2CCC(CC2)CC(=O)O (2-(1-(2-(2-oxo-1,2,3,4-tetrahydroquinolin-6-ylamino)-7H-pyrrolo[2,3-d]pyrimidin-4-yl)piperidin-4-yl)acetic acid), C=1C=CC2=C(C1)N=NN2O (HOBt), C(CCl)Cl (EDC). The solvent is CN(C)C=O (DMF). Run at time 40 minute. Yields the product O=C1NC2=CC=C(C=C2CC1)NC=1N=C(C2=C(N1)NC=C2)N2CCC(CC2)CC(=O)N (2-(1-(2-(2-oxo-1,2,3,4-tetrahydroquinolin-6-ylamino)-7H-pyrrolo[2,3-d]pyrimidin-4-yl)piperidin-4-yl)acetamide). The yield is 76.9%. As a reaction SMILES: [O:1]=[C:2]1[CH2:11][CH2:10][C:9]2[C:4](=[CH:5][CH:6]=[C:7]([NH:12][C:13]3[N:14]=[C:15]([N:22]4[CH2:27][CH2:26][CH:25]([CH2:28][C:29]([OH:31])=O)[CH2:24][CH2:23]4)[C:16]4[CH:21]=[CH:20][NH:19][C:17]=4[N:18]=3)[CH:8]=2)[NH:3]1.C1C=CC2N(O)N=[N:38]C=2C=1.C(Cl)CCl.N>CN(C=O)C>[O:1]=[C:2]1[CH2:11][CH2:10][C:9]2[C:4](=[CH:5][CH:6]=[C:7]([NH:12][C:13]3[N:14]=[C:15]([N:22]4[CH2:27][CH2:26][CH:25]([CH2:28][C:29]([NH2:38])=[O:31])[CH2:24][CH2:23]4)[C:16]4[CH:21]=[CH:20][NH:19][C:17]=4[N:18]=3)[CH:8]=2)[NH:3]1. Reported procedure: To a solution of 2-(1-(2-(2-oxo-1,2,3,4-tetrahydroquinolin-6-ylamino)-7H-pyrrolo[2,3-d]pyrimidin-4-yl)piperidin-4-yl)acetic acid (26 mg, 0.062 mmol) and HOBt (35 mg, 0.23 mmol) in DMF (2 mL), EDC (40 mg, 0.21 mmol) was added. After being stirred for 40 min, NH3 (0.5 M in dioxane, 1.00 mL, 0.500 mmol) was added. The mixture was stirred for 20 h. It was then purified by HPLC to give the titled compound (20 mg). MS 420.3 (M+H); UV 201.8, 279.8 nm.